describe an organic reaction: reactants, conditions, products, and yield From a dataset of the Open Reaction Database (ORD), a public repository of structured organic reaction records. The reactants are NC1=C(C=CC=C1)C=1NC(N(C1)C1CCN(CC1)CC1=CC=CC=C1)=O (4-(2-aminophenyl)-1,3-dihydro-1-[1-(phenylmethyl)-4-piperidinyl]-2H-imidazol-2-one), C=O (paraformaldehyde). Run in C(Cl)(Cl)Cl (chloroform). Run at time 1 hour. Yields the product C1(=CC=CC=C1)CN1CCC(CC1)N1C(NC2=C1C=NC=1C=CC=CC21)=O (1,3-dihydro-3-[1-(phenylmethyl)-4-piperidinyl]-2(2H)-imidazo[4,5-c]quinolone). Reaction SMILES: [NH2:1][C:2]1[CH:7]=[CH:6][CH:5]=[CH:4][C:3]=1[C:8]1[NH:9][C:10](=[O:26])[N:11]([CH:13]2[CH2:18][CH2:17][N:16]([CH2:19][C:20]3[CH:25]=[CH:24][CH:23]=[CH:22][CH:21]=3)[CH2:15][CH2:14]2)[CH:12]=1.[CH2:27]=O>C(Cl)(Cl)Cl>[C:20]1([CH2:19][N:16]2[CH2:17][CH2:18][CH:13]([N:11]3[C:12]4[CH:27]=[N:1][C:2]5[CH:7]=[CH:6][CH:5]=[CH:4][C:3]=5[C:8]=4[NH:9][C:10]3=[O:26])[CH2:14][CH2:15]2)[CH:25]=[CH:24][CH:23]=[CH:22][CH:21]=1. Reported procedure: A solution of 2.67 g (7.66 mmol) of 4-(2-aminophenyl)-1,3-dihydro-1-[1-(phenylmethyl)-4-piperidinyl]-2H-imidazol-2-one in 50 ml of chloroform was mixed with 3.0 g of paraformaldehyde and refluxed for 3.5 hours. The residue remaining after evaporation of the solvent was taken up in 100 ml of methanol and acidified with methanolic hydrogen chloride solution. After stirring for one hour at room temperature the mixture was poured into 300 ml of saturated sodium hydrogen carbonate solution. The resul... Starting materials: C(=O)N1CCC(=CC2=C1C=CC(=C2)C2=CC=C(C=C2)OCCOC(C)C)C(=O)OC (methyl 1-formyl-7-[4-(2-propoxy)ethoxyphenyl]-2,3-dihydro-1H-1-benzazepine-4-carboxylate), [OH-].[Na+] (sodium hydroxide), Cl (hydrochloric acid). Solvent: C1CCOC1 (THF), C(C)O (ethanol). Reaction conditions: time 13 hour. The product is C(=O)N1CCC(=CC2=C1C=CC(=C2)C2=CC=C(C=C2)OCCOC(C)C)C(=O)O (1-formyl-7-[4-(2-propoxy)ethoxyphenyl]-2,3-dihydro-1H-1-benzazepine-4-carboxylic acid). Yield: 100.1%. RXN SMILES: [CH:1]([N:3]1[C:9]2[CH:10]=[CH:11][C:12]([C:14]3[CH:19]=[CH:18][C:17]([O:20][CH2:21][CH2:22][O:23][CH:24]([CH3:26])[CH3:25])=[CH:16][CH:15]=3)=[CH:13][C:8]=2[CH:7]=[C:6]([C:27]([O:29]C)=[O:28])[CH2:5][CH2:4]1)=[O:2].[OH-].[Na+].Cl>C1COCC1.C(O)C>[CH:1]([N:3]1[C:9]2[CH:10]=[CH:11][C:12]([C:14]3[CH:19]=[CH:18][C:17]([O:20][CH2:21][CH2:22][O:23][CH:24]([CH3:25])[CH3:26])=[CH:16][CH:15]=3)=[CH:13][C:8]=2[CH:7]=[C:6]([C:27]([OH:29])=[O:28])[CH2:5][CH2:4]1)=[O:2] |f:1.2|. Procedure: In a mixture of THF and ethanol (1:1, v/v, 30.0 ml) was dissolved methyl 1-formyl-7-[4-(2-propoxy)ethoxyphenyl]-2,3-dihydro-1H-1-benzazepine-4-carboxylate (445 mg). To the solution was added 1N sodium hydroxide solution (11.0 ml), and the mixture was stirred at room temperature for 13 hours. The mixture was a little concentrated, and to the residue was added 1N hydrochloric acid to convert weakly acidic solution. The mixture was extracted with ethyl acetate, and the organic layer was washed with...